This data is from the Open Reaction Database (ORD), a public repository of structured organic reaction records. The task is: describe an organic reaction: reactants, conditions, products, and yield Reactants: C(C)(C)(C)OC(=O)N1C(CCC1)C=1NC(=CN1)C1=CC=C(C=C1)Br (2-[5-(4-Bromo-phenyl)-1H-imidazol-2-yl]-pyrrolidine-1-carboxylic acid tert-butyl ester), C(C)(C)(C)OC(=O)N1C(CCC1)C(=O)O (Pyrrolidine-1,2-dicarboxylic acid 1-tert-butyl ester). Yields the product C(C)(C)(C)OC(=O)N1C2CC2CC1C=1NC(=CN1)C1=CC=C(C=C1)Br (3-[5-(4-Bromo-phenyl)-1H-imidazol-2-yl]-2-aza-bicyclo[3.1.0]hexane-2-carboxylic acid tert-butyl ester). The yield is 60.0%. As a reaction SMILES: [C:1]([O:5][C:6]([N:8]1[CH2:12][CH2:11][CH2:10][CH:9]1[C:13]1[NH:14][C:15]([C:18]2[CH:23]=[CH:22][C:21]([Br:24])=[CH:20][CH:19]=2)=[CH:16][N:17]=1)=[O:7])([CH3:4])([CH3:3])[CH3:2].[C:25](OC(N1CCCC1C(O)=O)=O)(C)(C)C>>[C:1]([O:5][C:6]([N:8]1[CH:9]([C:13]2[NH:14][C:15]([C:18]3[CH:19]=[CH:20][C:21]([Br:24])=[CH:22][CH:23]=3)=[CH:16][N:17]=2)[CH2:10][CH:11]2[CH:12]1[CH2:25]2)=[O:7])([CH3:4])([CH3:2])[CH3:3]. Reported procedure: 3-[5-(4-Bromo-phenyl)-1H-imidazol-2-yl]-2-aza-bicyclo[3.1.0]hexane-2-carboxylic acid tert-butyl ester (0.16 g, 60%) was prepared following the procedure for 2-[5-(4-Bromo-phenyl)-1H-imidazol-2-yl]-pyrrolidine-1-carboxylic acid tert-butyl ester, substituting 2-Aza-bicyclo[3.1.0]hexane-2,3-dicarboxylic acid 2-tert-butyl ester for Pyrrolidine-1,2-dicarboxylic acid 1-tert-butyl ester. LCMS-ESI+: calc'd for C19H22BrN3O2: 403.09 (M+); Found: 404.76 (M+H+).